Dataset: the Open Reaction Database (ORD), a public repository of structured organic reaction records. Task: describe an organic reaction: reactants, conditions, products, and yield The reactants are [N+](=O)([O-])C1=CC=C(C=C1)CCN1C(CNCC1)=O (1-[2-(4-Nitrophenyl)ethyl]piperazin-2-one), CC1=C(C=CC(=C1)[N+](=O)[O-])CC=O ((2-Methyl-4-nitrophenyl)acetaldehyde). Product: CC1=C(C=CC(=C1)[N+](=O)[O-])CCN1CC(N(CC1)CCC1=CC=C(C=C1)[N+](=O)[O-])=O (4-[2-(2-Methyl-4-nitrophenyl)ethyl]-1-[2-(4-nitrophenyl)ethyl]piperazin-2-one). Reaction SMILES: [N+:1]([C:4]1[CH:9]=[CH:8][C:7]([CH2:10][CH2:11][N:12]2[CH2:17][CH2:16][NH:15][CH2:14][C:13]2=[O:18])=[CH:6][CH:5]=1)([O-:3])=[O:2].[CH3:19][C:20]1[CH:25]=[C:24]([N+:26]([O-:28])=[O:27])[CH:23]=[CH:22][C:21]=1[CH2:29][CH:30]=O>>[CH3:19][C:20]1[CH:25]=[C:24]([N+:26]([O-:28])=[O:27])[CH:23]=[CH:22][C:21]=1[CH2:29][CH2:30][N:15]1[CH2:16][CH2:17][N:12]([CH2:11][CH2:10][C:7]2[CH:8]=[CH:9][C:4]([N+:1]([O-:3])=[O:2])=[CH:5][CH:6]=2)[C:13](=[O:18])[CH2:14]1. Procedure: The title compound was prepared from 1-[2-(4-Nitrophenyl)ethyl]piperazin-2-one and (2-Methyl-4-nitrophenyl)acetaldehyde following essentially the same procedure as Example 6. The product was purified by mass-directed reverse phase HPLC (AcCN-Water with 0.1% TFA). LC-MS (IE, m/z): 413 [M+1]+. Starting materials: C1CCOC1, O=C(Cl)c1cc(C(F)(F)F)ccc1Cl, CC1CC(CNc2ccccc2)CCC1N. Product: CC1CC(CNc2ccccc2)CCC1NC(=O)c1cc(C(F)(F)F)ccc1Cl. Reaction SMILES: [CH2:31]1[O:32][CH2:33][CH2:34][CH2:35]1.[Cl:17][c:18]1[c:19]([C:20](=[O:21])[Cl:22])[cH:23][c:24]([C:27]([F:28])([F:29])[F:30])[cH:25][cH:26]1.[NH2:1][CH:2]1[CH:3]([CH3:16])[CH2:4][CH:5]([CH2:8][NH:9][c:10]2[cH:11][cH:12][cH:13][cH:14][cH:15]2)[CH2:6][CH2:7]1>>[NH:1]([CH:2]1[CH:3]([CH3:16])[CH2:4][CH:5]([CH2:8][NH:9][c:10]2[cH:11][cH:12][cH:13][cH:14][cH:15]2)[CH2:6][CH2:7]1)[C:20]([c:19]1[c:18]([Cl:17])[cH:26][cH:25][c:24]([C:27]([F:28])([F:29])[F:30])[cH:23]1)=[O:21]. Reactants: C(C)(=O)OC(C)Cl (1-Chloroethyl acetate), C(C)(=O)NC=1C(=C(C(=C(C1I)C(=O)[O-])I)N(C)C(C)=O)I.[K+] (potassium 5-(N-acetylamino)-3-(N-acetyl-N-methylamino)-2,4,6,-triiodobenzenecarboxylate), [I-].[Na+] (sodium iodide). Solvent: CN(C)C=O (DMF), CN(C)C=O (DMF). Conditions: time 20 hour. Yields the product C(C)(=O)NC=1C(=C(C(=C(C1I)C(=O)OC(C)OC(C)=O)I)N(C)C(C)=O)I (1-(Acetyloxy)ethyl 5-(N-acetylamino)-3-(N-acetyl-N-methylamino)-2,4,6-triiodobenzenecarboxylate). Reaction SMILES: [C:1]([O:4][CH:5](Cl)[CH3:6])(=[O:3])[CH3:2].[C:8]([NH:11][C:12]1[C:13]([I:28])=[C:14]([N:23]([C:25](=[O:27])[CH3:26])[CH3:24])[C:15]([I:22])=[C:16]([C:19]([O-:21])=[O:20])[C:17]=1[I:18])(=[O:10])[CH3:9].[K+].[I-].[Na+]>CN(C=O)C>[C:8]([NH:11][C:12]1[C:13]([I:28])=[C:14]([N:23]([C:25](=[O:27])[CH3:26])[CH3:24])[C:15]([I:22])=[C:16]([C:19]([O:21][CH:5]([O:4][C:1](=[O:3])[CH3:2])[CH3:6])=[O:20])[C:17]=1[I:18])(=[O:10])[CH3:9] |f:1.2,3.4|. Procedure details: 1-Chloroethyl acetate (Neuenschwander, Markus et. al., Helv. Chim. Acta, 61 (1978) 2047) (4.38 g, 35.7 mmol) in dry DMF (50 ml) is added dropwise at 50° C. to a solution of potassium 5-(N-acetylamino)-3-(N-acetyl-N-methylamino)-2,4,6,-triiodobenzenecarboxylate (21.64 g, 32.5 mmol) and sodium iodide (0.26 g, 1.75 mmol) in dry DMF (320 ml). The precipitate is removed by filtration after stirring for 20 hours and the solvent is removed at reduced pressure. The residue is dissolved in chloroform (30... Yields the product Cc1cc(F)ccc1-c1cc(N2CCC(NS(C)(=O)=O)C2)ncc1N(C)C(=O)C(C)(C)c1cc(C(F)(F)F)cc(C(F)(F)F)c1. RXN SMILES: [CH3:51][S:52]([Cl:53])(=[O:54])=[O:55].[CH3:59][N:60]([c:61]1[cH:62][cH:63][n:64][cH:65][cH:66]1)[CH3:67].[CH:42]([N:43]([CH2:44][CH3:45])[CH:46]([CH3:47])[CH3:48])([CH3:49])[CH3:50].[Cl:56][CH2:57][Cl:58].[NH2:1][CH:2]1[CH2:3][N:4]([c:7]2[cH:8][c:9](-[c:34]3[c:35]([CH3:41])[cH:36][c:37]([F:40])[cH:38][cH:39]3)[c:10]([N:13]([C:14]([C:15]([CH3:16])([CH3:17])[c:18]3[cH:19][c:20]([C:28]([F:29])([F:30])[F:31])[cH:21][c:22]([C:24]([F:25])([F:26])[F:27])[cH:23]3)=[O:32])[CH3:33])[cH:11][n:12]2)[CH2:5][CH2:6]1>>[NH:1]([CH:2]1[CH2:3][N:4]([c:7]2[cH:8][c:9](-[c:34]3[c:35]([CH3:41])[cH:36][c:37]([F:40])[cH:38][cH:39]3)[c:10]([N:13]([C:14]([C:15]([CH3:16])([CH3:17])[c:18]3[cH:19][c:20]([C:28]([F:29])([F:30])[F:31])[cH:21][c:22]([C:24]([F:25])([F:26])[F:27])[cH:23]3)=[O:32])[CH3:33])[cH:11][n:12]2)[CH2:5][CH2:6]1)[S:52]([CH3:51])(=[O:54])=[O:55]. The reactants are CS(=O)(=O)Cl, CN(C)c1ccncc1, CCN(C(C)C)C(C)C, ClCCl, Cc1cc(F)ccc1-c1cc(N2CCC(N)C2)ncc1N(C)C(=O)C(C)(C)c1cc(C(F)(F)F)cc(C(F)(F)F)c1. Reactants: COc1cc(C=CC(=O)NC2CCC(C)CC2)ccc1OCCCl, c1c[nH]cn1. The product is COc1cc(C=CC(=O)NC2CCC(C)CC2)ccc1OCCn1ccnc1. As a reaction SMILES: [CH3:1][CH:2]1[CH2:3][CH2:4][CH:5]([NH:8][C:9]([CH:10]=[CH:11][c:12]2[cH:13][c:14]([O:22][CH3:23])[c:15]([O:18][CH2:19][CH2:20][Cl:21])[cH:16][cH:17]2)=[O:24])[CH2:6][CH2:7]1.[nH:25]1[cH:26][n:27][cH:28][cH:29]1>>[CH3:1][CH:2]1[CH2:3][CH2:4][CH:5]([NH:8][C:9]([CH:10]=[CH:11][c:12]2[cH:13][c:14]([O:22][CH3:23])[c:15]([O:18][CH2:19][CH2:20][n:25]3[cH:26][n:27][cH:28][cH:29]3)[cH:16][cH:17]2)=[O:24])[CH2:6][CH2:7]1. Reactants: O=C(OO)c1cccc(Cl)c1, ClCCl, C=Cc1cc(C(F)(F)F)cc(C(F)(F)F)c1, O. Product: FC(F)(F)c1cc(C2CO2)cc(C(F)(F)F)c1. RXN SMILES: [Cl:17][c:18]1[cH:19][cH:20][cH:21][c:22]([C:23]([O:24][OH:26])=[O:25])[cH:27]1.[Cl:28][CH2:29][Cl:30].[F:1][C:2]([c:3]1[cH:4][c:5]([CH:6]=[CH2:7])[cH:8][c:9]([C:11]([F:12])([F:13])[F:14])[cH:10]1)([F:15])[F:16].[OH2:31]>>[F:1][C:2]([c:3]1[cH:4][c:5]([CH:6]2[CH2:7][O:25]2)[cH:8][c:9]([C:11]([F:12])([F:13])[F:14])[cH:10]1)([F:15])[F:16]. The reactants are ClC=1C=CC(=C(C(=O)C2=CC=CC=C2)C1)NC (5-chloro-2-methylaminobenzophenone), CN=C=O (methyl isocyanate), C(Cl)Cl (methylene chloride). Product: ClC=1C=C2C(N(C(N(C2=CC1)C)=O)C)(C1=CC=CC=C1)O (6-chloro-3,4-dihydro-4-hydroxy-1,3-dimethyl-4-phenyl-2(1H)-quinazolinone). Isolated yield 47.0%. Reaction SMILES: ClC1[CH:3]=[CH:4][C:5]([NH:16][CH3:17])=[C:6]([CH:15]=1)[C:7]([C:9]1[CH:14]=[CH:13][CH:12]=[CH:11][CH:10]=1)=[O:8].[CH3:18][N:19]=[C:20]=[O:21].[CH2:22]([Cl:24])Cl>>[Cl:24][C:22]1[CH:15]=[C:6]2[C:5](=[CH:4][CH:3]=1)[N:16]([CH3:17])[C:20](=[O:21])[N:19]([CH3:18])[C:7]2([OH:8])[C:9]1[CH:10]=[CH:11][CH:12]=[CH:13][CH:14]=1. Reported procedure: A solution of 12.3 g (0.05 mole) of 5-chloro-2-methylaminobenzophenone and 6 ml (0.1 mole) of methyl isocyanate in 50 ml of methylene chloride was refluxed for 3 days, and then cooled. The solid portion of the reaction mixture was collected on a filter and washed with methylene chloride to give 7.05 g (47%) of 6-chloro-3,4-dihydro-4-hydroxy-1,3-dimethyl-4-phenyl-2(1H)-quinazolinone as light yellow crystals; mp 174°-176°; 1H nmr (DMSO-d6) δ 2.67 ppm (s, 3H), 3.38 ppm (s, 3H), 6.8-7.7 ppm (m, 9H). Starting materials: OC(C[C@@]1(CCN(C(O1)=O)[C@@H](C)C1=CC=C(C=C1)B1OC(C(O1)(C)C)(C)C)C1=CC=CC=C1)(C)C ((S)-6-(2-hydroxy-2-methylpropyl)-6-phenyl-3-{(S)-1-[4-(4,4,5,5-tetramethyl-1,3,2-dioxaborolan-2-yl)phenyl]-ethyl}-1,3-oxazinan-2-one), BrC=1C=CC(=NC1)C1(C(N(CC1)C)=O)O (3-(5-bromo-pyridin-2-yl)-3-hydroxy-1-methyl-pyrrolidin-2-one). Yields the product OC1(C(N(CC1)C)=O)C1=CC=C(C=N1)C1=CC=C(C=C1)[C@H](C)N1C(O[C@](CC1)(C1=CC=CC=C1)CC(C)(C)O)=O (3-((S)-1-{4-[6-(3-Hydroxy-1-methyl-2-oxo-pyrrolidin-3-yl)-pyridin-3-yl]-phenyl}-ethyl)-(S)-6-(2-hydroxy-2-methyl-propyl)-6-phenyl-[1,3]oxazinan-2-one). Yield: 14.0%. Reaction SMILES: [OH:1][C:2]([CH3:35])([CH3:34])[CH2:3][C@@:4]1([C:28]2[CH:33]=[CH:32][CH:31]=[CH:30][CH:29]=2)[O:9][C:8](=[O:10])[N:7]([C@H:11]([C:13]2[CH:18]=[CH:17][C:16](B3OC(C)(C)C(C)(C)O3)=[CH:15][CH:14]=2)[CH3:12])[CH2:6][CH2:5]1.Br[C:37]1[CH:38]=[CH:39][C:40]([C:43]2([OH:50])[CH2:47][CH2:46][N:45]([CH3:48])[C:44]2=[O:49])=[N:41][CH:42]=1>>[OH:50][C:43]1([C:40]2[N:41]=[CH:42][C:37]([C:16]3[CH:15]=[CH:14][C:13]([C@@H:11]([N:7]4[CH2:6][CH2:5][C@:4]([CH2:3][C:2]([OH:1])([CH3:34])[CH3:35])([C:28]5[CH:33]=[CH:32][CH:31]=[CH:30][CH:29]=5)[O:9][C:8]4=[O:10])[CH3:12])=[CH:18][CH:17]=3)=[CH:38][CH:39]=2)[CH2:47][CH2:46][N:45]([CH3:48])[C:44]1=[O:49]. Procedure details: The title compound was prepared from (S)-6-(2-hydroxy-2-methylpropyl)-6-phenyl-3-{(S)-1-[4-(4,4,5,5-tetramethyl-1,3,2-dioxaborolan-2-yl)phenyl]-ethyl}-1,3-oxazinan-2-one and 3-(5-bromo-pyridin-2-yl)-3-hydroxy-1-methyl-pyrrolidin-2-one following a procedure analogous to that described in Example 1. Yield: 14% of theory; LC (method 3): tR=2.76 min; Mass spectrum (ESI+): m/z=544 [M+H]+.